From a dataset of the Open Reaction Database (ORD), a public repository of structured organic reaction records. describe an organic reaction: reactants, conditions, products, and yield Reactants: O=S(=O)(c1ccc(F)cc1)c1cc(CO)ccc1OCc1ccccc1, ClCCl. Yields the product O=Cc1ccc(OCc2ccccc2)c(S(=O)(=O)c2ccc(F)cc2)c1. As a reaction SMILES: [CH2:1]([c:2]1[cH:3][cH:4][cH:5][cH:6][cH:7]1)[O:8][c:9]1[c:10]([S:17](=[O:18])(=[O:19])[c:20]2[cH:21][cH:22][c:23]([F:26])[cH:24][cH:25]2)[cH:11][c:12]([CH2:15][OH:16])[cH:13][cH:14]1.[Cl:27][CH2:28][Cl:29]>>[CH2:1]([c:2]1[cH:3][cH:4][cH:5][cH:6][cH:7]1)[O:8][c:9]1[c:10]([S:17](=[O:18])(=[O:19])[c:20]2[cH:21][cH:22][c:23]([F:26])[cH:24][cH:25]2)[cH:11][c:12]([CH:15]=[O:16])[cH:13][cH:14]1. Reactants: N1=C(C=CC=C1)C1=NNC(=C1)N (3-(pyridin-2-yl)-1H-pyrazol-5-amine), O.[N+](=O)([O-])C(C=O)C=O.[Na] (sodium nitromalonaldehyde monohydrate). Solvent: O (water). Run at temperature 100 celsius. Product: N1=C(C=CC=C1)C1=NNC2=NC=C(C=C21)[N+](=O)[O-] (3-(pyridin-2-yl)-5-nitro-1H-pyrazolo[3,4-b]pyridine). Yield: 88.2%. Reaction SMILES: [N:1]1[CH:6]=[CH:5][CH:4]=[CH:3][C:2]=1[C:7]1[CH:11]=[C:10]([NH2:12])[NH:9][N:8]=1.O.[N+:14]([CH:17]([CH:20]=O)[CH:18]=O)([O-:16])=[O:15].[Na]>O>[N:1]1[CH:6]=[CH:5][CH:4]=[CH:3][C:2]=1[C:7]1[C:11]2[C:10](=[N:12][CH:18]=[C:17]([N+:14]([O-:16])=[O:15])[CH:20]=2)[NH:9][N:8]=1 |f:1.2.3,^1:21|. Procedure: A 50 mL reaction vessel was charged with 3-(pyridin-2-yl)-1H-pyrazol-5-amine (1.5 g, 9.4 mmol), sodium nitromalonaldehyde monohydrate (1.54 g, 9.8 mmol) and water (9 mL). The flask was heated to 100° C. overnight, and the cooled reaction mixture was extracted with ethyl acetate (3×25 mL). The combined organic layers were dried (MgSO4), to provide crude 3-(pyridin-2-yl)-5-nitro-1H-pyrazolo[3,4-b]pyridine (2.0 g, 88% yield) as a solid. The reactants are CCO, CC1(C)OC2C(CF)CC(n3cnc4c(Cl)ncnc43)C2O1, NC1CCN(c2cccc(Cl)c2)C1, Cl. Product: CC1(C)OC2C(CF)CC(n3cnc4c(NC5CCN(c6cccc(Cl)c6)C5)ncnc43)C2O1. RXN SMILES: [CH3:37][CH2:38][OH:39].[Cl:15][c:16]1[c:17]2[n:18][cH:19][n:20]([CH:25]3[CH2:26][CH:27]([CH2:35][F:36])[CH:28]4[O:29][C:30]([CH3:33])([CH3:34])[O:31][CH:32]34)[c:21]2[n:22][cH:23][n:24]1.[Cl:2][c:3]1[cH:4][c:5]([N:9]2[CH2:10][CH:11]([NH2:14])[CH2:12][CH2:13]2)[cH:6][cH:7][cH:8]1.[ClH:1]>>[Cl:2][c:3]1[cH:4][c:5]([N:9]2[CH2:10][CH:11]([NH:14][c:16]3[c:17]4[n:18][cH:19][n:20]([CH:25]5[CH2:26][CH:27]([CH2:35][F:36])[CH:28]6[O:29][C:30]([CH3:33])([CH3:34])[O:31][CH:32]56)[c:21]4[n:22][cH:23][n:24]3)[CH2:12][CH2:13]2)[cH:6][cH:7][cH:8]1.